Dataset: the Open Reaction Database (ORD), a public repository of structured organic reaction records. Task: describe an organic reaction: reactants, conditions, products, and yield Reactants: OCCCN1[C@@H](CCC1)C(=O)N ((S)-1-(3-hydroxypropyl)-pyrrolidine-2-carboxamide), N(=NC(=O)OCC)C(=O)OCC (diethyl azodicarboxylate), N1C(CCC1)C(=O)N (pyrrolidine-2-carboxamide), BrC1=CC(=C(NC2=NC=NC3=CC(=C(C=C23)OC)O)C=C1)F (4-(4-bromo-2-fluoroanilino)-7-hydroxy-6-methoxyquinazoline), C(Cl)Cl (methylene chloride), C(Cl)Cl (methylene chloride), N(=NC(=O)OCC)C(=O)OCC (diethyl azodicarboxylate), C1(=CC=CC=C1)P(C1=CC=CC=C1)C1=CC=CC=C1 (triphenylphosphine), OCCCN1[C@@H](CCC1)C(=O)N ((S)-1-(3-hydroxypropyl)-pyrrolidine-2-carboxamide), C1(=CC=CC=C1)P(C1=CC=CC=C1)C1=CC=CC=C1 (triphenylphosphine). Run at time 1 hour. The product is Cl.BrC1=CC(=C(NC2=NC=NC3=CC(=C(C=C23)OC)OCCCN2[C@@H](CCC2)C(N)=O)C=C1)F ((S)-4-(4-bromo-2-fluoroanilino)-7-(3-(2-carbamoylpyrrolidin-1-yl)propoxy)-6-methoxyquinazoline hydrochloride). Yield: 47.0%. Reaction SMILES: N(C(OCC)=O)=NC(OCC)=O.N1CCCC1C(N)=O.[Br:21][C:22]1[CH:41]=[CH:40][C:25]([NH:26][C:27]2[C:36]3[C:31](=[CH:32][C:33]([OH:39])=[C:34]([O:37][CH3:38])[CH:35]=3)[N:30]=[CH:29][N:28]=2)=[C:24]([F:42])[CH:23]=1.C1(P(C2C=CC=CC=2)C2C=CC=CC=2)C=CC=CC=1.O[CH2:63][CH2:64][CH2:65][N:66]1[CH2:70][CH2:69][CH2:68][C@H:67]1[C:71]([NH2:73])=[O:72].C(Cl)[Cl:75]>>[ClH:75].[Br:21][C:22]1[CH:41]=[CH:40][C:25]([NH:26][C:27]2[C:36]3[C:31](=[CH:32][C:33]([O:39][CH2:63][CH2:64][CH2:65][N:66]4[CH2:70][CH2:69][CH2:68][C@H:67]4[C:71](=[O:72])[NH2:73])=[C:34]([O:37][CH3:38])[CH:35]=3)[N:30]=[CH:29][N:28]=2)=[C:24]([F:42])[CH:23]=1 |f:6.7|. Reported procedure: A solution of diethyl azodicarboxylate (209 mg, 1.2 mmol) in methylene chloride (1 ml) and then (S)-1-3-hydroxypropyl)-pyrrolidine-2-carboxamide (97 mg, 0.56 mmol) was added dropwise to a suspension of 4-(4-bromo-2-fluoroanilino)-7-hydroxy-6-methoxyquinazoline (146 mg, 0.4 mmol), (prepared as described for the starting material in Example 48), and triphenylphosphine (314 mg, 1.2 mmol) in methylene chloride (4 ml) under nitrogen. The mixture was stirred for 1 hour at ambient temperature and furth...